From a dataset of the Open Reaction Database (ORD), a public repository of structured organic reaction records. describe an organic reaction: reactants, conditions, products, and yield The reactants are BrC=1C=C2C=NN(C2=CC1)CC1=CC=C(C=C1)OC (5-bromo-1-(4-methoxybenzyl)-1H-indazole), N[C@H]1CN(CCC1)C(=O)OC(C)(C)C ((R)-tert-butyl 3-aminopiperidine-1-carboxylate). The product is N1C[C@@H](CCC1)NC=1C=C2C=NNC2=CC1 ((R)—N-(Piperidin-3-yl)-1H-indazol-5-amine). Reaction SMILES: Br[C:2]1[CH:3]=[C:4]2[C:8](=[CH:9][CH:10]=1)[N:7](CC1C=CC(OC)=CC=1)[N:6]=[CH:5]2.[NH2:20][C@@H:21]1[CH2:26][CH2:25][CH2:24][N:23](C(OC(C)(C)C)=O)[CH2:22]1>>[NH:23]1[CH2:24][CH2:25][CH2:26][C@@H:21]([NH:20][C:2]2[CH:3]=[C:4]3[C:8](=[CH:9][CH:10]=2)[NH:7][N:6]=[CH:5]3)[CH2:22]1. Procedure: Reaction of 5-bromo-1-(4-methoxybenzyl)-1H-indazole and (R)-tert-butyl 3-aminopiperidine-1-carboxylate using the method of Example 13 followed by deprotection using the method of Example 14 afforded the title compound.